From a dataset of the Open Reaction Database (ORD), a public repository of structured organic reaction records. describe an organic reaction: reactants, conditions, products, and yield Starting materials: COc1c(C(=O)O)nn(-c2ccccc2Cl)c1-c1ccc(Cl)cc1, ClCCl, Cl, NN1CCOCC1, N=C=N, [Na+], O, On1nnc2ccccc21, O=C([O-])O. The product is COc1c(C(=O)NN2CCOCC2)nn(-c2ccccc2Cl)c1-c1ccc(Cl)cc1. Reaction SMILES: [C:1](=[O:2])([OH:3])[c:4]1[n:5][n:6](-[c:18]2[c:19]([Cl:24])[cH:20][cH:21][cH:22][cH:23]2)[c:7](-[c:11]2[cH:12][cH:13][c:14]([Cl:17])[cH:15][cH:16]2)[c:8]1[O:9][CH3:10].[CH2:52]([Cl:53])[Cl:54].[ClH:35].[NH2:25][N:26]1[CH2:27][CH2:28][O:29][CH2:30][CH2:31]1.[NH:32]=[C:33]=[NH:34].[Na+:47].[OH2:36].[OH:37][n:38]1[c:39]2[cH:40][cH:41][cH:42][cH:43][c:44]2[n:45][n:46]1.[OH:48][C:49](=[O:50])[O-:51]>>[C:1](=[O:2])([c:4]1[n:5][n:6](-[c:18]2[c:19]([Cl:24])[cH:20][cH:21][cH:22][cH:23]2)[c:7](-[c:11]2[cH:12][cH:13][c:14]([Cl:17])[cH:15][cH:16]2)[c:8]1[O:9][CH3:10])[NH:25][N:26]1[CH2:27][CH2:28][O:29][CH2:30][CH2:31]1. Reactants: CO, COC(=O)c1c[nH]c(-c2ccc(F)cc2Cl)c1C, [Na+], [OH-]. The product is Cc1c(C(=O)O)c[nH]c1-c1ccc(F)cc1Cl. Reaction SMILES: [CH3:21][OH:22].[Cl:1][c:2]1[c:3](-[c:9]2[c:10]([CH3:18])[c:11]([C:14](=[O:15])[O:16][CH3:17])[cH:12][nH:13]2)[cH:4][cH:5][c:6]([F:8])[cH:7]1.[Na+:20].[OH-:19]>>[Cl:1][c:2]1[c:3](-[c:9]2[c:10]([CH3:18])[c:11]([C:14](=[O:15])[OH:16])[cH:12][nH:13]2)[cH:4][cH:5][c:6]([F:8])[cH:7]1. Reactants: [N+](=O)([O-])C1=CC=C(COC(=O)C2C(CS[C@H]3N2C(C3NC(COC3=CC=CC=C3)=O)=O)(C)Cl)C=C1 (7-phenoxyacetoamido-3-chloro-3-methyl-cepham-4-carboxylic acid p-nitrobenzylester), [H][H] (hydrogen). Reagents/catalysts: [Pd] (palladium-charcoal). Run in C(C)(=O)OCC (ethyl acetate). The product is O(C1=CC=CC=C1)CC(=O)NC1[C@@H]2N(C(C(CS2)(C)Cl)C(=O)O)C1=O (7-phenoxyacetoamido-3-chloro-3-methyl-cepham-4-carboxylic acid). The yield is 51.5%. As a reaction SMILES: [N+](C1C=CC(C[O:9][C:10]([CH:12]2[N:17]3[C:18](=[O:31])[CH:19]([NH:20][C:21](=[O:30])[CH2:22][O:23][C:24]4[CH:29]=[CH:28][CH:27]=[CH:26][CH:25]=4)[C@H:16]3[S:15][CH2:14][C:13]2([Cl:33])[CH3:32])=[O:11])=CC=1)([O-])=O.[H][H]>C(OCC)(=O)C.[Pd]>[O:23]([CH2:22][C:21]([NH:20][CH:19]1[C:18](=[O:31])[N:17]2[CH:12]([C:10]([OH:11])=[O:9])[C:13]([Cl:33])([CH3:32])[CH2:14][S:15][C@H:16]12)=[O:30])[C:24]1[CH:29]=[CH:28][CH:27]=[CH:26][CH:25]=1. Procedure: In 30 ml of ethyl acetate was dissolved 470 mg of 7-phenoxyacetoamido-3-chloro-3-methyl-cepham-4-carboxylic acid p-nitrobenzylester. To the solution was added 470 mg of 5% palladium-charcoal and the solution was stirred for 19 hours in a stream of hydrogen. After the catalyst was filtered off from the reaction mixture, the filtrate was extracted with 50 ml of 2% aquous sodium hydrogencarbonate solution. After the aqueous layer was separated and adjusted to pH 2 by adding diluted hydrochloric aci...